This data is from the Open Reaction Database (ORD), a public repository of structured organic reaction records. The task is: describe an organic reaction: reactants, conditions, products, and yield The reactants are C(C#CC)OC1=NC=NC(=C1)NCC (4-(2-butynyloxy)-6-(ethylamino)pyrimidine), C(C=C)Cl (allyl chloride), CN(C=O)C (N,N-dimethylformamide), ice water, [H-].[Na+] (sodium hydride). Reaction conditions: time 3 hour. Yields the product C(C#CC)OC1=NC=NC(=C1)N(CC=C)CC (4-(2-butynyloxy)-6-(N-ethyl-N-allylamino)pyrimidine). RXN SMILES: [CH2:1]([O:5][C:6]1[CH:11]=[C:10]([NH:12][CH2:13][CH3:14])[N:9]=[CH:8][N:7]=1)[C:2]#[C:3][CH3:4].[CH2:15](Cl)[CH:16]=C.[H-].[Na+].[CH3:21]N(C)C=O>>[CH2:1]([O:5][C:6]1[CH:11]=[C:10]([N:12]([CH2:15][CH3:16])[CH2:13][CH:14]=[CH2:21])[N:9]=[CH:8][N:7]=1)[C:2]#[C:3][CH3:4] |f:2.3|. Reported procedure: In 2 ml of N,N-dimethylformamide were dissolved 153 mg of 4-(2-butynyloxy)-6-(ethylamino)pyrimidine and 67 mg of allyl chloride, to which 40 mg of sodium hydride (60% in oil) was added, followed by stirring at room temperature for 3 hours. Then, ice water was added to the reaction mixture, which was extracted with ethyl acetate. The organic layer was washed twice with an aqueous sodium chloride solution, dried over anhydrous magnesium sulfate, and then concentrated. The residue was subjected to ...